This data is from the Open Reaction Database (ORD), a public repository of structured organic reaction records. The task is: describe an organic reaction: reactants, conditions, products, and yield Starting materials: C(C)(C)OC1=C(C=C(C(=O)OC(C)C)C=C1)C(F)(F)F (isopropyl 4-isopropoxy-3-(trifluoromethyl)benzoate), [Li+].CC(C)[N-]C(C)C (LDA), C(=C)C=1C=C2CCC\C(\C2=CC1)=N/O ((E)-6-vinyl-3,4-dihydronaphthalen-1(2H)-one oxime), C(=C)C=1C=C2CCC\C(\C2=CC1)=N/O ((E)-6-vinyl-3,4-dihydronaphthalen-1(2H)-one oxime), O.C1(=CC=C(C=C1)S(=O)(=O)O)C (p-toluenesulfonic acid monohydrate). Run in C1(=CC=CC=C1)C (toluene), C1CCOC1 (THF), C1CCOC1 (THF). Conditions: temperature 0 celsius, time 1 minute. Yields the product C(C)(C)OC1=C(C=C(C=C1)C1=C2C(=NO1)C1=CC=C(C=C1CC2)C=C)C(F)(F)F (3-(4-isopropoxy-3-(trifluoromethyl)phenyl)-7-vinyl-4,5-dihydronaphtho[1,2-c]isoxazole). Isolated yield 39.8%. As a reaction SMILES: [Li+].CC([N-]C(C)C)C.[CH:9]([C:11]1[CH:12]=[C:13]2[C:18](=[CH:19][CH:20]=1)/[C:17](=[N:21]/[OH:22])/[CH2:16][CH2:15][CH2:14]2)=[CH2:10].[CH:23]([O:26][C:27]1[CH:38]=[CH:37][C:30]([C:31](OC(C)C)=O)=[CH:29][C:28]=1[C:39]([F:42])([F:41])[F:40])([CH3:25])[CH3:24].O.C1(C)C=CC(S(O)(=O)=O)=CC=1>C1COCC1.C1(C)C=CC=CC=1>[CH:23]([O:26][C:27]1[CH:38]=[CH:37][C:30]([C:31]2[O:22][N:21]=[C:17]3[C:18]4[C:13]([CH2:14][CH2:15][C:16]=23)=[CH:12][C:11]([CH:9]=[CH2:10])=[CH:20][CH:19]=4)=[CH:29][C:28]=1[C:39]([F:40])([F:41])[F:42])([CH3:25])[CH3:24] |f:0.1,4.5|. Procedure: To the LDA solution at 0° C. was added 6-vinyl-3,4-dihydronaphthalen-1(2H)-one oxime (Intermediate 1, 0.212 g, 1.132 mmol) as a solution in THF (1 mL), dropwise over a period of 1 min. After 15 min. isopropyl 4-isopropoxy-3-(trifluoromethyl)benzoate (Preparation 14A, 0.329 g, 1.132 mmol) dissolved in 1 mL of THF was added dropwise over a period of 1 min. at 0° C. and the contents were stirred at 0° C. for 10 min. The reaction mixture was partitioned between 1N hydrochloric acid (5 mL) and ethyl ...